Task: describe an organic reaction: reactants, conditions, products, and yield. Dataset: the Open Reaction Database (ORD), a public repository of structured organic reaction records Solvent: CC(C)O.CCCCCC (i-PrOH hexane). RXN SMILES: C1COCC1.[O:6]=[C:7]([C:13]1[CH:18]=[CH:17][CH:16]=[CH:15][CH:14]=1)[C:8]([O:10][CH2:11][CH3:12])=[O:9].[CH:19](=[O:28])[CH:20]=[CH:21][C:22]1[CH:27]=[CH:26][CH:25]=[CH:24][CH:23]=1>CC(O)C.CCCCCC>[O:28]=[C:19]1[O:6][C:7]([C:13]2[CH:18]=[CH:17][CH:16]=[CH:15][CH:14]=2)([C:8]([O:10][CH2:11][CH3:12])=[O:9])[CH:21]([C:22]2[CH:27]=[CH:26][CH:25]=[CH:24][CH:23]=2)[CH2:20]1 |f:3.4|. Procedure details: A flame dried 2 dram vial equipped with a stirbar is brought into the glovebox and charged with (+)-4 (0.016 mmol, 0.10 equiv), TBD (6.6 mg, 0.048 mmol, 0.30 equiv), and 4 Å molecular sieves (100 mg). The vial is then sealed with a screw cap equipped with a teflon septa. The vial is then taken out of the glovebox and THF (0.80 mL), ethyl 2-oxo-2-phenylacetate (57 mg, 0.32 mmol, 2.0 equiv) and cinnamaldehyde (21 mg, 0.16 mmol) are added. The reaction mixture is then stirred at 23° C. for 36 hours... Product: O=C1CC(C(O1)(C(=O)OCC)C1=CC=CC=C1)C1=CC=CC=C1 (Ethyl 5-oxo-2,3-diphenyltetrahydrofuran-2-carboxylate). Conditions: temperature 23 celsius, time 36 hour. Starting materials: C1CCOC1 (THF), O=C(C(=O)OCC)C1=CC=CC=C1 (ethyl 2-oxo-2-phenylacetate), C(C=CC1=CC=CC=C1)=O (cinnamaldehyde). Reactants: CC(C)=O, [K+], [K+], O=C([O-])[O-], CCOC(=O)C1=Cc2cc(O)cc(C)c2OC1C(F)(F)F. Yields the product CCOC(=O)C1=Cc2cc(OC)cc(C)c2OC1C(F)(F)F. RXN SMILES: [CH3:28][C:29](=[O:30])[CH3:31].[K+:22].[K+:23].[O-:24][C:25]([O-:26])=[O:27].[OH:1][c:2]1[cH:3][c:4]2[c:9]([c:10]([CH3:12])[cH:11]1)[O:8][CH:7]([C:13]([F:14])([F:15])[F:16])[C:6]([C:17](=[O:18])[O:19][CH2:20][CH3:21])=[CH:5]2>>[O:1]([c:2]1[cH:3][c:4]2[c:9]([c:10]([CH3:12])[cH:11]1)[O:8][CH:7]([C:13]([F:14])([F:15])[F:16])[C:6]([C:17](=[O:18])[O:19][CH2:20][CH3:21])=[CH:5]2)[CH3:25]. The reactants are N(C1=CC=CC=C1)C(C(C(=O)NC1=CC=CC=C1)C1=NC=C(C(=O)OC)C=C1)=O (methyl 6-[2-anilino-1-(anilinocarbonyl)-2-oxoethyl]nicotinate), [Li+].[OH-] (LiOH). The solvent is CO (MeOH), O (water). Reaction conditions: time 22 hour. The product is N(C1=CC=CC=C1)C(C(C(=O)NC1=CC=CC=C1)C1=NC=C(C(=O)O)C=C1)=O (6-[2-Anilino-1-(anilinocarbonyl)-2-oxoethyl]nicotinic acid). As a reaction SMILES: [NH:1]([C:8](=[O:29])[CH:9]([C:19]1[CH:28]=[CH:27][C:22]([C:23]([O:25]C)=[O:24])=[CH:21][N:20]=1)[C:10]([NH:12][C:13]1[CH:18]=[CH:17][CH:16]=[CH:15][CH:14]=1)=[O:11])[C:2]1[CH:7]=[CH:6][CH:5]=[CH:4][CH:3]=1.[Li+].[OH-]>CO.O>[NH:1]([C:8](=[O:29])[CH:9]([C:19]1[CH:28]=[CH:27][C:22]([C:23]([OH:25])=[O:24])=[CH:21][N:20]=1)[C:10]([NH:12][C:13]1[CH:18]=[CH:17][CH:16]=[CH:15][CH:14]=1)=[O:11])[C:2]1[CH:3]=[CH:4][CH:5]=[CH:6][CH:7]=1 |f:1.2|. Reported procedure: To a solution of methyl 6-[2-anilino-1-(anilinocarbonyl)-2-oxoethyl]nicotinate (66 mg, TFA salt, 0.13 mmol) in MeOH (10 mL) was added a solution of LiOH (35 mg, 1.5 mmol) in water (2 mL). The reaction mixture was stirred at room temperature for 22 h, partially concentrated, neutralized with 1 M aqueous HCl (1.5 mL), concentrated, and dried under high vacuum. 6-[2-Anilino-1-(anilinocarbonyl)-2-oxoethyl]nicotinic acid was used without further purification: ESIMS calcd 376.1 (M++H), found 376.1 (M+...